From a dataset of the Open Reaction Database (ORD), a public repository of structured organic reaction records. describe an organic reaction: reactants, conditions, products, and yield Yields the product IC1=NNC2=CC(=CC=C12)\C=C/1\C(NC2=CC=CC=C12)=O ((E)-3-((3-iodo-1H-indazol-6-yl)methylene)indolin-2-one), yellow solid. Reported procedure: The title compound was synthesized from 3-iodo-1H-indazole-6-carbaldehyde (15 mg, 0.0551 mmol) and oxindole (8 mg, 0.0616 mmol) according to the method described for Example A11B and purified by column chromatography (silica gel, CH2Cl2/MeOH, 98:2 to 96:4) to obtain 6.9 mg, 33% of a yellow solid. 1H NMR (400 MHz, CD3OD) δ 7.89-7.82 (m, 2H), 7.63-7.49 (m, 3H), 7.23 (t, J=8.21 Hz, 1H), 6.91 (d, J=7.07 Hz, 1H), 6.89-6.83 (m, 1H); MS ESI 388.0 [M+H]+, calcd for [C16H10IN3O+H]+ 387.99. Yield: 33.0%. As a reaction SMILES: [I:1][C:2]1[C:10]2[C:5](=[CH:6][C:7]([CH:11]=O)=[CH:8][CH:9]=2)[NH:4][N:3]=1.[NH:13]1[C:21]2[C:16](=[CH:17][CH:18]=[CH:19][CH:20]=2)[CH2:15][C:14]1=[O:22]>>[I:1][C:2]1[C:10]2[C:5](=[CH:6][C:7](/[CH:11]=[C:15]3/[C:14](=[O:22])[NH:13][C:21]4[C:16]/3=[CH:17][CH:18]=[CH:19][CH:20]=4)=[CH:8][CH:9]=2)[NH:4][N:3]=1. Reactants: IC1=NNC2=CC(=CC=C12)C=O (3-iodo-1H-indazole-6-carbaldehyde), N1C(CC2=CC=CC=C12)=O (oxindole).